This data is from the Open Reaction Database (ORD), a public repository of structured organic reaction records. The task is: describe an organic reaction: reactants, conditions, products, and yield Starting materials: CCOC(=O)C(C)(C)Br, OCCc1ccc(Br)cc1, C1CCOC1, CCOC(C)=O, [H-], [Na+]. The product is CCOC(=O)C(C)(C)OCCc1ccc(Br)cc1. As a reaction SMILES: [Br:13][C:14]([C:15](=[O:16])[O:17][CH2:18][CH3:19])([CH3:20])[CH3:21].[Br:1][c:2]1[cH:3][cH:4][c:5]([CH2:8][CH2:9][OH:10])[cH:6][cH:7]1.[CH2:28]1[O:29][CH2:30][CH2:31][CH2:32]1.[CH3:22][CH2:23][O:24][C:25](=[O:26])[CH3:27].[H-:11].[Na+:12]>>[Br:1][c:2]1[cH:3][cH:4][c:5]([CH2:8][CH2:9][O:10][C:14]([C:15](=[O:16])[O:17][CH2:18][CH3:19])([CH3:20])[CH3:21])[cH:6][cH:7]1. Starting materials: CCC(C)CO, CCCCCCCCOC(=O)c1ccc(-c2ccc(OC(=O)OC)cc2)cc1, CCOC(=O)N=NC(=O)OCC, CCOC(=O)c1ccc(O)cc1, c1ccc(P(c2ccccc2)c2ccccc2)cc1. The product is CCOC(=O)c1ccc(OCC(C)CC)cc1. Reaction SMILES: [CH3:1][CH:2]([CH2:3][OH:4])[CH2:5][CH3:6].[CH3:50][O:51][C:52]([O:53][c:54]1[cH:55][cH:56][c:57](-[c:58]2[cH:59][cH:60][c:61]([C:62]([O:63][CH2:64][CH2:65][CH2:66][CH2:67][CH2:68][CH2:69][CH2:70][CH3:71])=[O:72])[cH:73][cH:74]2)[cH:75][cH:76]1)=[O:77].[O:19]=[C:20]([O:21][CH2:22][CH3:23])[N:24]=[N:25][C:26]([O:27][CH2:28][CH3:29])=[O:30].[OH:7][c:8]1[cH:9][cH:10][c:11]([C:12](=[O:13])[O:14][CH2:15][CH3:16])[cH:17][cH:18]1.[c:31]1([P:32]([c:33]2[cH:34][cH:35][cH:36][cH:37][cH:38]2)[c:39]2[cH:40][cH:41][cH:42][cH:43][cH:44]2)[cH:45][cH:46][cH:47][cH:48][cH:49]1>>[CH3:1][CH:2]([CH2:3][O:4][c:8]1[cH:9][cH:10][c:11]([C:12](=[O:13])[O:14][CH2:15][CH3:16])[cH:17][cH:18]1)[CH2:5][CH3:6]. Reactants: saturated aqueous solution, C([O-])(O)=O.[Na+] (sodium bicarbonate), CN1CCNCC1 (1-methylpiperazine), BrC1=CC=C(C=C1)S(=O)(=O)Cl (4-bromobenzene-1-sulfonyl chloride). Run in ClCCl (dichloromethane), ClCCl (dichloromethane). Run at time 8 hour. Yields the product BrC1=CC=C(C=C1)S(=O)(=O)N1CCN(CC1)C (1-(4-Bromophenylsulfonyl)-4-methylpiperazine). Reaction SMILES: [Br:1][C:2]1[CH:7]=[CH:6][C:5]([S:8](Cl)(=[O:10])=[O:9])=[CH:4][CH:3]=1.C(=O)(O)[O-].[Na+].[CH3:17][N:18]1[CH2:23][CH2:22][NH:21][CH2:20][CH2:19]1>ClCCl>[Br:1][C:2]1[CH:7]=[CH:6][C:5]([S:8]([N:21]2[CH2:22][CH2:23][N:18]([CH3:17])[CH2:19][CH2:20]2)(=[O:10])=[O:9])=[CH:4][CH:3]=1 |f:1.2|. Procedure: A solution of 4-bromobenzene-1-sulfonyl chloride (256 mg, 1.00 mmol) in 1 mL of dichloromethane was slowly added to a vial (40 mL) containing 5 mL of a saturated aqueous solution of sodium bicarbonate, dichloromethane (5 mL) and 1-methylpiperazine (100 mg, 1.00 mmol). The reaction was stirred at room temperature overnight. The phases were separated and the organic layer was dried over magnesium sulfate. Evaporation of the solvent under reduced pressure provided the required product, which was us... Starting materials: C(C)OC(CBr)=O (bromoacetic acid ethyl ester), N1N=CC=C1 (pyrazole), O1CCCC1 (tetrahydrofuran), O1CCCC1 (tetrahydrofuran), [H-].[Na+] (sodium hydride), O1CCCC1 (tetrahydrofuran). Solvent: C(C)O (ethanol). Conditions: time 1 hour. Yields the product N1(N=CC=C1)CC(=O)O (2-(1-pyrazolyl)-acetic acid). As a reaction SMILES: [NH:1]1[CH:5]=[CH:4][CH:3]=[N:2]1.O1CCCC1.[H-].[Na+].C([O:15][C:16](=[O:19])[CH2:17]Br)C>C(O)C>[N:1]1([CH2:17][C:16]([OH:19])=[O:15])[CH:5]=[CH:4][CH:3]=[N:2]1 |f:2.3|. Reported procedure: 50 g of pyrazole in 250 ml of abs. tetrahydrofuran is added dropwise in a nitrogen atmosphere within 1/2 hour at 20°-30°, with stirring and cooling, to 38.7 g of sodium hydride in 100 ml of abs. tetrahydrofuran. The reaction mixture is stirred for a further 3 hours at 40°; it is then cooled towards 5° and, with good cooling, 160.7 g of bromoacetic acid ethyl ester in 100 ml of abs. tetrahydrofuran is added dropwise at 0°-10° during 1 hour. Stirring is maintained overnight at room temperature; th...